This data is from the Open Reaction Database (ORD), a public repository of structured organic reaction records. The task is: describe an organic reaction: reactants, conditions, products, and yield Starting materials: C(=O)C1=CC=C(S1)CC(=O)OC (methyl 2-(5-formyl-2-thienyl)acetate), [BH4-].[Na+] (sodium borohydride), C(C)(=O)O (Acetic acid), [BH4-].[Na+] (Sodium borohydride). Run in CO (methanol), O1CCCC1 (tetrahydrofuran). Conditions: temperature 0 celsius, time 1 hour. Product: OCC1=CC=C(S1)CC(=O)OC (methyl 2-[5-(hydroxymethyl)-2-thienyl]acetate). The yield is 28.0%. As a reaction SMILES: [CH:1]([C:3]1[S:7][C:6]([CH2:8][C:9]([O:11][CH3:12])=[O:10])=[CH:5][CH:4]=1)=[O:2].[BH4-].[Na+].C(O)(=O)C>CO.O1CCCC1>[OH:2][CH2:1][C:3]1[S:7][C:6]([CH2:8][C:9]([O:11][CH3:12])=[O:10])=[CH:5][CH:4]=1 |f:1.2|. Procedure details: To a solution of methyl 2-(5-formyl-2-thienyl)acetate (3.88 g, 21.1 mmol) in methanol (4 mL) and tetrahydrofuran (16 mL) was added sodium borohydride (399 mg, 10.5 mmol) at −10° C. The reaction mixture was stirred at 0° C. for 1 h. Sodium borohydride (399 mg, 10.5 mmol) was added and the mixture left to stir at 0° C. for 2 h. Acetic acid (1.2 mL) was added and the reaction solution concentrated in vacuo. The residue was diluted with water (30 mL) and extracted with ethyl acetate (3×30 mL). The c... Reactants: ClCC(C)=O (chloroacetone), FC1=CC=C(C=C1)C=1C(NC2=CC=CC=C2C1)=S (3-(p-Fluorophenyl)quinolin-2-thione), [H-].[Na+] (sodium hydride), ice water, [H][H] (hydrogen). The solvent is CN(C=O)C (dimethylformamide). Run at time 18 hour. Product: FC1=CC=C(C=C1)C=1C(=NC2=CC=CC=C2C1)SCC(C)=O (3-(p-fluorophenyl)-2-(2-oxopropylthio)quinoline). As a reaction SMILES: [F:1][C:2]1[CH:7]=[CH:6][C:5]([C:8]2[C:9](=[S:18])[NH:10][C:11]3[C:16]([CH:17]=2)=[CH:15][CH:14]=[CH:13][CH:12]=3)=[CH:4][CH:3]=1.[H-].[Na+].[H][H].Cl[CH2:24][C:25](=[O:27])[CH3:26]>CN(C)C=O>[F:1][C:2]1[CH:3]=[CH:4][C:5]([C:8]2[C:9]([S:18][CH2:24][C:25](=[O:27])[CH3:26])=[N:10][C:11]3[C:16]([CH:17]=2)=[CH:15][CH:14]=[CH:13][CH:12]=3)=[CH:6][CH:7]=1 |f:1.2|. Reported procedure: 3-(p-Fluorophenyl)quinolin-2-thione (5.05 g.) was added in portions to a stirred suspension of sodium hydride (1.0 g. of a 50% w/w dispersion in mineral oil) in dimethylformamide (30 ml.) at 0°-5°. When all the hydrogen had evolved, chloroacetone (1.83 g.) was added and the mixture was stirred at ambient temperature for 18 hr. The mixture was poured into ice-water (300 ml.) and extracted with ethyl acetate (3×100 ml.). The ethyl acetate extract was washed with brine (75 ml.) and then dried (MgSO... The reactants are C(=C\C)/C1=CC=CC=2CN(CCOC21)C(=O)OC(C)(C)C (tert-butyl 9-[(1E)-propa-1-ene-1-yl]-2,3-dihydro-1,4-benzoxazepine-4(5H)-carboxylate), C(C)(=O)OCC.Cl (hydrogen chloride-ethyl acetate). Solvent: C(C)(=O)OCC (ethyl acetate). Conditions: time 1 hour. Product: Cl.C(=C\C)/C1=CC=CC=2CNCCOC21 (9-[(1E)-propa-1-ene-1-yl]-2,3,4,5-tetrahydro-1,4-benzoxazepine hydrochloride). Isolated yield 87.7%. As a reaction SMILES: [CH:1](/[C:4]1[C:14]2[O:13][CH2:12][CH2:11][N:10](C(OC(C)(C)C)=O)[CH2:9][C:8]=2[CH:7]=[CH:6][CH:5]=1)=[CH:2]\[CH3:3].C(OCC)(=O)C.[ClH:28]>C(OCC)(=O)C>[ClH:28].[CH:1](/[C:4]1[C:14]2[O:13][CH2:12][CH2:11][NH:10][CH2:9][C:8]=2[CH:7]=[CH:6][CH:5]=1)=[CH:2]\[CH3:3] |f:1.2,4.5|. Procedure: A mixture of tert-butyl 9-[(1E)-propa-1-ene-1-yl]-2,3-dihydro-1,4-benzoxazepine-4(5H)-carboxylate (178 mg, 0.615 mmol), ethyl acetate (1 ml) and 4N hydrogen chloride-ethyl acetate solution (4 ml) was stirred at room temperature for 1 hr, and the solvent was evaporated under reduced pressure. The residue was recrystallized from a mixed solvent of methanol and ether to give the desired product (121 mg, 87.7%) as a solid. Starting materials: CC(C)=O, CC12CCC3C(CCC4=CC(=O)CCC43CC#CBr)C1CCC2O. The product is CC12CCC3C(CCC4=CC(=O)CCC43CC#CBr)C1CCC2=O. Reaction SMILES: [CH3:25][C:26](=[O:27])[CH3:28].[OH:1][CH:2]1[C:3]2([CH3:4])[CH:5]([CH2:6][CH2:7]1)[CH:8]1[CH2:9][CH2:10][C:11]3=[CH:12][C:13](=[O:24])[CH2:14][CH2:15][C:16]3([CH2:20][C:21]#[C:22][Br:23])[CH:17]1[CH2:18][CH2:19]2>>[O:1]=[C:2]1[C:3]2([CH3:4])[CH:5]([CH2:6][CH2:7]1)[CH:8]1[CH2:9][CH2:10][C:11]3=[CH:12][C:13](=[O:24])[CH2:14][CH2:15][C:16]3([CH2:20][C:21]#[C:22][Br:23])[CH:17]1[CH2:18][CH2:19]2.